From a dataset of the Open Reaction Database (ORD), a public repository of structured organic reaction records. describe an organic reaction: reactants, conditions, products, and yield Starting materials: CCCC[Si](C)(C)CCCCCCCCCCCOCC1CO1, CCO, N#N, NCCO. Product: CCCC[Si](C)(C)CCCCCCCCCCCOCC(O)CNCCO. Reaction SMILES: [CH2:7]([CH:8]1[CH2:9][O:10]1)[O:11][CH2:12][CH2:13][CH2:14][CH2:15][CH2:16][CH2:17][CH2:18][CH2:19][CH2:20][CH2:21][CH2:22][Si:23]([CH3:24])([CH3:25])[CH2:26][CH2:27][CH2:28][CH3:29].[CH3:30][CH2:31][OH:32].[N:5]#[N:6].[NH2:1][CH2:2][CH2:3][OH:4]>>[NH:1]([CH2:2][CH2:3][OH:4])[CH2:9][CH:8]([CH2:7][O:11][CH2:12][CH2:13][CH2:14][CH2:15][CH2:16][CH2:17][CH2:18][CH2:19][CH2:20][CH2:21][CH2:22][Si:23]([CH3:24])([CH3:25])[CH2:26][CH2:27][CH2:28][CH3:29])[OH:10]. Reaction SMILES: [CH3:1][C:2]1[N:3]([CH2:12][C:13]([OH:15])=[O:14])[C:4]2[CH2:5][CH2:6][CH2:7][C:8](=O)[C:9]=2[CH:10]=1.Cl.[NH2:17][OH:18].C([O-])(=O)C.[Na+]>C(O)C>[OH:18][N:17]=[C:8]1[CH2:7][CH2:6][CH2:5][C:4]2[N:3]([CH2:12][C:13]([OH:15])=[O:14])[C:2]([CH3:1])=[CH:10][C:9]1=2 |f:1.2,3.4|. Procedure details: A mixture of 2-(2-methyl-4-oxo-4,5,6,7-tetrahydro-1H-indol-1-yl)acetic acid (4.0 g, 19 mmol), hydroxylamine hydrochloride (2.0 g, 29 mmol) and anhydrous sodium acetate (2.4 g, 29 mmol) in ethanol (40 mL) was heated under reflux for 6 h with stirring. After cooling to r.t. and holding overnight, the mixture was further cooled to 4° C. The solid product was collected by filtration, washed with water (15 mL) followed by ethanol (15 mL) then dried under vacuum at 40° C. to afford the title compound ... The product is ON=C1C=2C=C(N(C2CCC1)CC(=O)O)C (2-[4-(hydroxyimino)-2-methyl-4,5,6,7-tetrahydro-1H-indol-1-yl]acetic acid). Reaction conditions: time 8 hour. The reactants are CC=1N(C=2CCCC(C2C1)=O)CC(=O)O (2-(2-methyl-4-oxo-4,5,6,7-tetrahydro-1H-indol-1-yl)acetic acid), Cl.NO (hydroxylamine hydrochloride), C(C)(=O)[O-].[Na+] (sodium acetate). Run in C(C)O (ethanol). The reactants are CCCCN, CCOC(=O)c1cnc2[nH]ncc2c1OCC, O. The product is CCCCNc1c(C(=O)OCC)cnc2[nH]ncc12. As a reaction SMILES: [CH2:18]([CH2:19][CH2:20][CH3:21])[NH2:22].[CH2:1]([CH3:2])[O:3][C:4](=[O:5])[c:6]1[c:7]([O:15][CH2:16][CH3:17])[c:8]2[c:9]([n:10][cH:11]1)[nH:12][n:13][cH:14]2.[OH2:23]>>[CH2:1]([CH3:2])[O:3][C:4](=[O:5])[c:6]1[c:7]([NH:22][CH2:18][CH2:19][CH2:20][CH3:21])[c:8]2[c:9]([n:10][cH:11]1)[nH:12][n:13][cH:14]2.